Dataset: the Open Reaction Database (ORD), a public repository of structured organic reaction records. Task: describe an organic reaction: reactants, conditions, products, and yield Reactants: Cn1c(-c2cccc(OC(F)(F)F)c2)nc(I)c1C(=O)N1CCC(N2CCCC2CO)CC1, OB(O)c1cccnc1. The product is Cn1c(-c2cccc(OC(F)(F)F)c2)nc(-c2cccnc2)c1C(=O)N1CCC(N2CCCC2CO)CC1. RXN SMILES: [OH:1][CH2:2][CH:3]1[N:4]([CH:8]2[CH2:9][CH2:10][N:11]([C:14](=[O:15])[c:16]3[n:17]([CH3:33])[c:18](-[c:22]4[cH:23][c:24]([O:28][C:29]([F:30])([F:31])[F:32])[cH:25][cH:26][cH:27]4)[n:19][c:20]3[I:21])[CH2:12][CH2:13]2)[CH2:5][CH2:6][CH2:7]1.[n:34]1[cH:35][c:36]([B:40]([OH:41])[OH:42])[cH:37][cH:38][cH:39]1>>[OH:1][CH2:2][CH:3]1[N:4]([CH:8]2[CH2:9][CH2:10][N:11]([C:14](=[O:15])[c:16]3[n:17]([CH3:33])[c:18](-[c:22]4[cH:23][c:24]([O:28][C:29]([F:30])([F:31])[F:32])[cH:25][cH:26][cH:27]4)[n:19][c:20]3-[c:36]3[cH:35][n:34][cH:39][cH:38][cH:37]3)[CH2:12][CH2:13]2)[CH2:5][CH2:6][CH2:7]1.